Dataset: the Open Reaction Database (ORD), a public repository of structured organic reaction records. Task: describe an organic reaction: reactants, conditions, products, and yield Reactants: C1(CCCCC1)N=C=NC1CCCCC1 (N,N'-dicyclohexylcarbodiimide), ice, ON1C(=O)C2C3C=CC(C2C1=O)C3 (N-hydroxy-5-norbornene-2,3-dicarboximide). The solvent is O1CCCC1.O1CCOCC1 (tetrahydrofuran dioxane). Conditions: time 2 hour. Product: ON1C(=O)C2C3C=CC(C2C1=O)C3 (N-hydroxy-5-norbornene-2,3-dicarboximide), C1(CCCCC1)NC(=O)NC1CCCCC1 (N,N'-dicyclohexylurea). Reaction SMILES: [OH:1][N:2]1[C:11](=[O:12])[CH:10]2[CH:5]([CH:6]3[CH2:13][CH:9]2[CH:8]=[CH:7]3)[C:3]1=[O:4].[CH:14]1([N:20]=[C:21]=[N:22][CH:23]2[CH2:28][CH2:27][CH2:26][CH2:25][CH2:24]2)[CH2:19][CH2:18][CH2:17][CH2:16][CH2:15]1>O1CCCC1.O1CCOCC1>[OH:1][N:2]1[C:11](=[O:12])[CH:10]2[CH:5]([CH:6]3[CH2:13][CH:9]2[CH:8]=[CH:7]3)[C:3]1=[O:4].[CH:23]1([NH:22][C:21]([NH:20][CH:14]2[CH2:15][CH2:16][CH2:17][CH2:18][CH2:19]2)=[O:1])[CH2:28][CH2:27][CH2:26][CH2:25][CH2:24]1 |f:2.3|. Procedure: The N-hydroxy-5-norbornene-2,3-dicarboximide active ester of N-benzyloxycarbonyl DL-2-hydroxy-4-aminoburyric acid was prepared according to the procedure of M. Fujino, et al [Chem. Pharm. Bull. Japan, 22, 1857 (1974)]. To an ice cold solution of 0.40 g. of N-benzyloxycarbonyl-DL-2-hydroxy-4-aminoburyric acid and 0.32 g. of N-hydroxy-5-norbornene-2,3-dicarboximide in 3 ml. of tetrahydrofuran-dioxane (1:1 v/v), there was added, with stirring, 0.36 g. of N,N'-dicyclohexylcarbodiimide and 1 ml. of t... Starting materials: C(C)(C)OC1=CC=C(C=C1)N1C(=NC(=C(C1=O)CC1=CC=C(C=C1)C1=C(C=CC=C1)C1=NOC(N1)=O)CCC)C (3-(4-isopropoxyphenyl)-2-methyl-5-{[2′-(5-oxo-4,5-dihydro-1,2,4-oxadiazol-3-yl)biphenyl-4-yl]methyl}-6-propylpyrimidin-4(3H)-one), C(C)(C)OC(C)C (diisopropyl ether), C(C)(C)OC(C)C (diisopropyl ether), C(CCCCC)(=O)OCC.[K] (potassium 2-ethyl hexanoate). Run in C(C)O (ethanol). Conditions: temperature 60 celsius, time 1 hour. The product is O.[K].C(C)(C)OC1=CC=C(C=C1)N1C(=NC(=C(C1=O)CC1=CC=C(C=C1)C1=C(C=CC=C1)C1=NOC(N1)=O)CCC)C (3-(4-isopropoxyphenyl)-2-methyl -5-{[2′-(5-oxo-4,5-dihydro-1,2,4-oxadiazol-3-yl)biphenyl-4-yl]methyl}-6-propylpyrimidin-4(3H)-one potassium salt hydrate). Yield: 56.0%. As a reaction SMILES: [CH:1]([O:4][C:5]1[CH:10]=[CH:9][C:8]([N:11]2[C:16](=[O:17])[C:15]([CH2:18][C:19]3[CH:24]=[CH:23][C:22]([C:25]4[CH:30]=[CH:29][CH:28]=[CH:27][C:26]=4[C:31]4[NH:35][C:34](=[O:36])[O:33][N:32]=4)=[CH:21][CH:20]=3)=[C:14]([CH2:37][CH2:38][CH3:39])[N:13]=[C:12]2[CH3:40])=[CH:7][CH:6]=1)([CH3:3])[CH3:2].C(OC(C)C)(C)C.C(OCC)(=O)CCCCC.[K:58]>C(O)C>[OH2:4].[K:58].[CH:1]([O:4][C:5]1[CH:10]=[CH:9][C:8]([N:11]2[C:16](=[O:17])[C:15]([CH2:18][C:19]3[CH:24]=[CH:23][C:22]([C:25]4[CH:30]=[CH:29][CH:28]=[CH:27][C:26]=4[C:31]4[NH:35][C:34](=[O:36])[O:33][N:32]=4)=[CH:21][CH:20]=3)=[C:14]([CH2:37][CH2:38][CH3:39])[N:13]=[C:12]2[CH3:40])=[CH:7][CH:6]=1)([CH3:3])[CH3:2] |f:2.3,5.6.7,^1:57,62|. Reported procedure: To a suspension of 3-(4-isopropoxyphenyl)-2-methyl-5-{[2′-(5-oxo-4,5-dihydro-1,2,4-oxadiazol-3-yl)biphenyl-4-yl]methyl}-6-propylpyrimidin-4(3H)-one (200 g), ethanol (200 mL), and diisopropyl ether (400 mL) was added potassium 2-ethyl hexanoate and the mixture was stirred at 60° C. for 1 hr. To the mixture was added diisopropyl ether (1000 mL) dropwise. The mixture was stirred at reflux temperature for 24 hr, followed by being cooled to room temperature. The obtained precipitate was collected, wa... Starting materials: C[Si](C)(C)[N-][Si](C)(C)C.[Li+] (lithium bis(trimethylsilyl)amide), C(C(=O)OC)(=O)OC (dimethyl oxalate), ClC=1C=C(CN(C(C)=O)C)C=CC1Cl (N-(3,4-dichlorobenzyl)-N-methyl-acetamide). Solvent: O1CCCC1 (tetrahydrofuran), O1CCCC1 (tetrahydrofuran), O1CCCC1 (tetrahydrofuran). Conditions: temperature -78 celsius, time 20 minute. Yields the product COC(C(=CC(N(C)CC1=CC(=C(C=C1)Cl)Cl)=O)O)=O ((3,4-Dichloro-benzyl-methyl-carbamoyl]-2-hydroxy-acrylic acid methyl ester). The yield is 61.6%. Reaction SMILES: [Cl:1][C:2]1[CH:3]=[C:4]([CH:11]=[CH:12][C:13]=1[Cl:14])[CH2:5][N:6]([CH3:10])[C:7](=[O:9])[CH3:8].C[Si]([N-][Si](C)(C)C)(C)C.[Li+].[C:25](OC)(=[O:30])[C:26]([O:28][CH3:29])=[O:27]>O1CCCC1>[CH3:29][O:28][C:26](=[O:27])[C:25]([OH:30])=[CH:8][C:7](=[O:9])[N:6]([CH2:5][C:4]1[CH:11]=[CH:12][C:13]([Cl:14])=[C:2]([Cl:1])[CH:3]=1)[CH3:10] |f:1.2|. Reported procedure: A solution of N-(3,4-dichlorobenzyl)-N-methyl-acetamide (0.83 g, 3.57 mmol) in tetrahydrofuran (15 ml) was cooled to −78° C. and treated dropwise with 7.1 ml (7.1 mmol) of 1M lithium bis(trimethylsilyl)amide in tetrahydrofuran. After 20 min, the mixture was treated dropwise with a solution of dimethyl oxalate (0.63 g, 5.35 mmol) in tetrahydrofuran (3 ml), stirred at −78° C. for 1 h and then at 5° C. for another 45 min. The reaction mixture was then quenched by the addition of 1 N hydrochloric ac... The reactants are CO, CCN(CC)CCCl, O=[N+]([O-])c1ccc(O)cc1Cl, ClCCl, Cl. Yields the product CCN(CC)CCOc1ccc([N+](=O)[O-])c(Cl)c1. As a reaction SMILES: [CH3:21][OH:22].[Cl:13][CH2:14][CH2:15][N:16]([CH2:17][CH3:18])[CH2:19][CH3:20].[Cl:1][c:2]1[cH:3][c:4]([OH:11])[cH:5][cH:6][c:7]1[N+:8](=[O:9])[O-:10].[Cl:23][CH2:24][Cl:25].[ClH:12]>>[Cl:1][c:2]1[cH:3][c:4]([O:11][CH2:14][CH2:15][N:16]([CH2:17][CH3:18])[CH2:19][CH3:20])[cH:5][cH:6][c:7]1[N+:8](=[O:9])[O-:10]. Starting materials: C(C)(=O)CNC1CN(CC1)C1=CC=C(C=C1)NC(C(C)C1=CC=C(C=C1)O)=O (N-{4-[3-(Acetylmethylamino)pyrrolidin-1-yl]phenyl}-2-(4-hydroxyphenyl)propionamide), BrCC1CC1 (bromomethylcyclopropane). Product: C(C)(=O)CNC1CN(CC1)C1=CC=C(C=C1)NC(C(C)C1=CC=C(C=C1)OCC1CC1)=O (N-{4-[3-(Acetylmethylamino)pyrrolidin-1-yl]phenyl}-2-(4-cyclopropylmethoxyphenyl)propionamide). As a reaction SMILES: [C:1]([CH2:4][NH:5][CH:6]1[CH2:10][CH2:9][N:8]([C:11]2[CH:16]=[CH:15][C:14]([NH:17][C:18](=[O:28])[CH:19]([C:21]3[CH:26]=[CH:25][C:24]([OH:27])=[CH:23][CH:22]=3)[CH3:20])=[CH:13][CH:12]=2)[CH2:7]1)(=[O:3])[CH3:2].Br[CH2:30][CH:31]1[CH2:33][CH2:32]1>>[C:1]([CH2:4][NH:5][CH:6]1[CH2:10][CH2:9][N:8]([C:11]2[CH:12]=[CH:13][C:14]([NH:17][C:18](=[O:28])[CH:19]([C:21]3[CH:26]=[CH:25][C:24]([O:27][CH2:30][CH:31]4[CH2:33][CH2:32]4)=[CH:23][CH:22]=3)[CH3:20])=[CH:15][CH:16]=2)[CH2:7]1)(=[O:3])[CH3:2]. Procedure: N-{4-[3-(Acetylmethylamino)pyrrolidin-1-yl]phenyl}-2-(4-hydroxyphenyl)propionamide was reacted with bromomethylcyclopropane by method H. This resulted in the product with the molecular weight of 435.57 (C26H33N3O3); MS (ESI): 436 (M+H+).